Task: describe an organic reaction: reactants, conditions, products, and yield. Dataset: the Open Reaction Database (ORD), a public repository of structured organic reaction records Starting materials: FC=1C=C(C=CC1OC1=C2C(=NC=C1)C=C(S2)C2CCC(CC2)=O)NC(=O)C=2C(N(N=CC2)C2=CC=C(C=C2)F)=O (N-(3-Fluoro-4-(2-(4-oxocyclohexyl)thieno[3,2-b]pyridin-7-yloxy)phenyl)-2-(4-fluorophenyl)-3-oxo-2,3-dihydropyridazine-4-carboxamide), CNC (dimethylamine), [BH-](OC(=O)C)(OC(=O)C)OC(=O)C.[Na+] (NaBH(OAc)3). Run in C(Cl)Cl (CH2Cl2). Product: CN(C1CCC(CC1)C1=CC2=NC=CC(=C2S1)OC1=C(C=C(C=C1)NC(=O)C=1C(N(N=CC1)C1=CC=C(C=C1)F)=O)F)C (N-(4-(2-(4-(Dimethylamino)cyclohexyl)thieno[3,2-b]pyridin-7-yloxy)-3-fluorophenyl)-2-(4-fluorophenyl)-3-oxo-2,3-dihydropyridazine-4-carboxamide). Isolated yield 62.3%. Reaction SMILES: [F:1][C:2]1[CH:3]=[C:4]([NH:25][C:26]([C:28]2[C:29](=[O:41])[N:30]([C:34]3[CH:39]=[CH:38][C:37]([F:40])=[CH:36][CH:35]=3)[N:31]=[CH:32][CH:33]=2)=[O:27])[CH:5]=[CH:6][C:7]=1[O:8][C:9]1[CH:14]=[CH:13][N:12]=[C:11]2[CH:15]=[C:16]([CH:18]3[CH2:23][CH2:22][C:21](=O)[CH2:20][CH2:19]3)[S:17][C:10]=12.[CH3:42][NH:43][CH3:44].[BH-](OC(C)=O)(OC(C)=O)OC(C)=O.[Na+]>C(Cl)Cl>[CH3:42][N:43]([CH3:44])[CH:21]1[CH2:20][CH2:19][CH:18]([C:16]2[S:17][C:10]3[C:11](=[N:12][CH:13]=[CH:14][C:9]=3[O:8][C:7]3[CH:6]=[CH:5][C:4]([NH:25][C:26]([C:28]4[C:29](=[O:41])[N:30]([C:34]5[CH:39]=[CH:38][C:37]([F:40])=[CH:36][CH:35]=5)[N:31]=[CH:32][CH:33]=4)=[O:27])=[CH:3][C:2]=3[F:1])[CH:15]=2)[CH2:23][CH2:22]1 |f:2.3|. Reported procedure: A round-bottomed flask was charged with N-(3-fluoro-4-(2-(4-oxocyclohexyl)thieno[3,2-b]pyridin-7-yloxy)phenyl)-2-(4-fluorophenyl)-3-oxo-2,3-dihydropyridazine-4-carboxamide (Example 162, Step C, 3.2 mg, 0.0056 mmol), dimethylamine (1.3 mg, 0.028 mmol), NaBH(OAc)3 (3.6 mg, 0.017 mmol) and CH2Cl2 (2 mL). The reaction mixture was stirred at room temperature until the starting material had been consumed (overnight). Then the reaction was partitioned between EtOAc (30 mL) and H2O (30 mL). The phases w... Reactants: ClC=1C=C(C=CC1)CCCCC1=C(OCC(CN(C)C)O)C=CC=C1 (1-{2-[4-(3-chlorophenyl)butyl]phenoxy}-3-dimethylamino-2-propanol), Cl (hydrochloride), Sephadex. The product is Cl.ClC=1C=C(C=CC1)CCCCC1=C(OCC(CN(C)C)O)C=CC=C1 (1-{2-[4-(3-Chlorophenyl)butyl]phenoxy}-3-dimethylamino-2-propanol hydrochloride). Isolated yield 136.5%. RXN SMILES: [Cl:1][C:2]1[CH:3]=[C:4]([CH2:8][CH2:9][CH2:10][CH2:11][C:12]2[CH:25]=[CH:24][CH:23]=[CH:22][C:13]=2[O:14][CH2:15][CH:16]([OH:21])[CH2:17][N:18]([CH3:20])[CH3:19])[CH:5]=[CH:6][CH:7]=1.Cl>>[ClH:1].[Cl:1][C:2]1[CH:3]=[C:4]([CH2:8][CH2:9][CH2:10][CH2:11][C:12]2[CH:25]=[CH:24][CH:23]=[CH:22][C:13]=2[O:14][CH2:15][CH:16]([OH:21])[CH2:17][N:18]([CH3:19])[CH3:20])[CH:5]=[CH:6][CH:7]=1 |f:2.3|. Procedure details: Following a procedure similar to that described in Example 17(c), 760 mg of 1-{2-[4-(3-chlorophenyl)butyl]phenoxy}-3-dimethylamino-2-propanol [prepared as described in step (b) above] were converted to the hydrochloride by passing it through a column packed with CM Sephadex C-25 (H+ type), and recrystallizing it from ethyl acetate, to give 571 mg (yield 68%) of the title compound as colorless crystals, melting at 83°-85° C. Starting materials: C(C)(C)(C)OC(=O)N1CCC(CC1)C1=CC2=C(C3=NC(=CN3CCO2)C=2N(N=C(N2)COC)C(C)C)C=C1 (4-[2-(2-isopropyl-5-methoxymethyl-2H-[1,2,4]triazol-3-yl)-4,5-dihydro-6-oxa-1,3a-diaza-benzo[e]azulen-8-yl]-piperidine-1-carboxylic acid tert-butyl ester), FC(C(=O)O)(F)F (trifluoroacetic acid). The solvent is C(Cl)Cl (DCM). Run at time 30 minute. Product: FC(C(=O)O)(F)F.C(C)(C)N1N=C(N=C1C1=CN2CCOC3=C(C2=N1)C=CC(=C3)C3CCNCC3)COC (2-(2-Isopropyl-5-methoxymethyl-2H-[1,2,4]triazol-3-yl)-8-piperidin-4-yl-4,5-dihydro-6-oxa-1,3a-diaza-benzo[e]azulene trifluoroacetate salt). RXN SMILES: C(OC([N:8]1[CH2:13][CH2:12][CH:11]([C:14]2[CH:38]=[CH:37][C:17]3[C:18]4[N:22]([CH2:23][CH2:24][O:25][C:16]=3[CH:15]=2)[CH:21]=[C:20]([C:26]2[N:27]([CH:34]([CH3:36])[CH3:35])[N:28]=[C:29]([CH2:31][O:32][CH3:33])[N:30]=2)[N:19]=4)[CH2:10][CH2:9]1)=O)(C)(C)C.[F:39][C:40]([F:45])([F:44])[C:41]([OH:43])=[O:42]>C(Cl)Cl>[F:39][C:40]([F:45])([F:44])[C:41]([OH:43])=[O:42].[CH:34]([N:27]1[C:26]([C:20]2[N:19]=[C:18]3[N:22]([CH2:23][CH2:24][O:25][C:16]4[CH:15]=[C:14]([CH:11]5[CH2:12][CH2:13][NH:8][CH2:9][CH2:10]5)[CH:38]=[CH:37][C:17]=43)[CH:21]=2)=[N:30][C:29]([CH2:31][O:32][CH3:33])=[N:28]1)([CH3:36])[CH3:35] |f:3.4|. Procedure: To a solution of 4-[2-(2-isopropyl-5-methoxymethyl-2H-[1,2,4]triazol-3-yl)-4,5-dihydro-6-oxa-1,3a-diaza-benzo[e]azulen-8-yl]-piperidine-1-carboxylic acid tert-butyl ester (158 mg, 0.30 mmol) in DCM (1.5 mL) was added trifluoroacetic acid (1.5 mL, 20.2 mmol) and the reaction mixture stirred at RT for 30 min. The reaction mixture was concentrated in vacuo and the residue azeotroped with ether. The resultant oil was triturated with diethyl ether to give 2-(2-Isopropyl-5-methoxymethyl-2H-[1,2,4]tria... Reactants: ClCC=1N=C2N(C(C1)=O)C(=CS2)C (7-(chloromethyl)-3-methyl-5H-[1,3]thiazolo[3,2-a]pyrimidin-5-one), ClCC1=NC(=NN1C)C (5-(chloromethyl)-1,3-dimethyl-1H-1,2,4-triazole), C1(CCCC1)C1(CC(CC(O1)=O)=O)CCC1=CC=C(C=C1)OC (6-cyclopentyl-6-[2-(4-methoxyphenyl)ethyl]dihydro-2H-pyran-2,4(3H)-dione). Product: C1(CCCC1)C1(CC(=C(C(O1)=O)CC=1N=C2N(C(C1)=O)C(=CS2)C)O)CCC2=CC=C(C=C2)OC (7-({6-Cyclopentyl-4-hydroxy-6-[2-(4-methoxyphenyl)ethyl]-2-oxo-5,6-dihydro-2H-pyran-3-yl}methyl)-3-methyl-5H-[1,3]thiazolo[3,2-a]pyrimidin-5-one). The yield is 17.0%. RXN SMILES: Cl[CH2:2][C:3]1[N:4]=[C:5]2[S:12][CH:11]=[C:10]([CH3:13])[N:6]2[C:7](=[O:9])[CH:8]=1.ClCC1N(C)N=C(C)N=1.[CH:23]1([C:28]2([CH2:36][CH2:37][C:38]3[CH:43]=[CH:42][C:41]([O:44][CH3:45])=[CH:40][CH:39]=3)[O:33][C:32](=[O:34])[CH2:31][C:30](=[O:35])[CH2:29]2)[CH2:27][CH2:26][CH2:25][CH2:24]1>>[CH:23]1([C:28]2([CH2:36][CH2:37][C:38]3[CH:43]=[CH:42][C:41]([O:44][CH3:45])=[CH:40][CH:39]=3)[O:33][C:32](=[O:34])[C:31]([CH2:2][C:3]3[N:4]=[C:5]4[S:12][CH:11]=[C:10]([CH3:13])[N:6]4[C:7](=[O:9])[CH:8]=3)=[C:30]([OH:35])[CH2:29]2)[CH2:27][CH2:26][CH2:25][CH2:24]1. Reported procedure: The title compound was prepared as described in Example B(53), using 7-(chloromethyl)-3-methyl-5H-[1,3]thiazolo[3,2-a]pyrimidin-5-one (prepared according to a reported procedure: Doria, G.; Passarotti, C.; Sala, R.; Magrini, R.; Sberze, P.; Tibolla, M.; Cesarani, R.; Arcari, G.; Castello, R.; Toti, D. Farmaco Ed. Sci. 1985, 40, 885) in place of 5-(chloromethyl)-1,3-dimethyl-1H-1,2,4-triazole, and using 6-cyclopentyl-6-[2-(4-methoxyphenyl)ethyl]dihydro-2H-pyran-2,4(3H)-dione in place of 6-[2-(3-c... The reactants are ClC1=NC(=NC(=C1CCCl)C1=CC(=CC=C1)OC)N1CCOCC1 (4-[4-chloro-5-(2-chloroethyl)-6-(3-methoxyphenyl)-pyrimidin-2-yl]-morpholine), CN(CCCN)C (N,N-dimethyl-1,3-propanediamine), COC=1C=C(C=CC1)C=1C2=C(N=C(N1)N1CCOCC1)N(CC2)CCCN(C)C ({3-[4-(3-methoxy-phenyl)-2-morpholin-4-yl-5,6-dihydro-pyrrolo[2,3-d]pyrimidin-7-yl]-propyl}-dimethyl-amine). Procedure: In the same manner as Example 1-A-01, from 4-[4-chloro-5-(2-chloroethyl)-6-(3-methoxyphenyl)-pyrimidin-2-yl]-morpholine and N,N-dimethyl-1,3-propanediamine, {3-[4-(3-methoxy-phenyl)-2-morpholin-4-yl-5,6-dihydro-pyrrolo[2,3-d]pyrimidin-7-yl]-propyl}-dimethyl-amine was obtained, and subsequently, further in the same manner as Example 1-A-09, the desired compound was obtained. As a reaction SMILES: ClC1C(CCCl)=C(C2C=CC=C(OC)C=2)N=C(N2CCOCC2)N=1.CN(C)CCCN.C[O:33][C:34]1[CH:35]=[C:36]([C:40]2[C:41]3[CH2:54][CH2:53][N:52]([CH2:55][CH2:56][CH2:57][N:58]([CH3:60])[CH3:59])[C:42]=3[N:43]=[C:44]([N:46]3[CH2:51][CH2:50][O:49][CH2:48][CH2:47]3)[N:45]=2)[CH:37]=[CH:38][CH:39]=1>>[CH3:60][N:58]([CH3:59])[CH2:57][CH2:56][CH2:55][N:52]1[C:42]2[N:43]=[C:44]([N:46]3[CH2:47][CH2:48][O:49][CH2:50][CH2:51]3)[N:45]=[C:40]([C:36]3[CH:35]=[C:34]([OH:33])[CH:39]=[CH:38][CH:37]=3)[C:41]=2[CH2:54][CH2:53]1. Yields the product CN(CCCN1CCC2=C1N=C(N=C2C=2C=C(C=CC2)O)N2CCOCC2)C (3-[7-(3-Dimethylamino-propyl)-2-morpholin-4-yl-6,7-dihydro-5H-pyrrolo[2,3-d]pyrimidin-4-yl]-phenol). The reactants are C(#N)C1=NC(=CC2=C1N=NN2C)C2=CC(=C(OCCC1CCN(CC1)C(=O)OC(C)(C)C)C=C2)C(F)(F)F (tert-butyl 4-(2-(4-(4-cyano-1-methyl-1H-[1,2,3]triazolo[4,5-c]pyridin-6-yl)-2-(trifluoromethyl)phenoxy)ethyl)piperidine-1-carboxylate), C(=O)(C(F)(F)F)O (TFA). RXN SMILES: [C:1]([C:3]1[C:8]2[N:9]=[N:10][N:11]([CH3:12])[C:7]=2[CH:6]=[C:5]([C:13]2[CH:34]=[CH:33][C:16]([O:17][CH2:18][CH2:19][CH:20]3[CH2:25][CH2:24][N:23](C(OC(C)(C)C)=O)[CH2:22][CH2:21]3)=[C:15]([C:35]([F:38])([F:37])[F:36])[CH:14]=2)[N:4]=1)#[N:2].[C:39]([OH:45])([C:41]([F:44])([F:43])[F:42])=[O:40]>C(Cl)Cl.C(#N)C>[OH:45][C:39]([C:41]([F:44])([F:43])[F:42])=[O:40].[CH3:12][N:11]1[C:7]2[CH:6]=[C:5]([C:13]3[CH:34]=[CH:33][C:16]([O:17][CH2:18][CH2:19][CH:20]4[CH2:21][CH2:22][NH:23][CH2:24][CH2:25]4)=[C:15]([C:35]([F:38])([F:37])[F:36])[CH:14]=3)[N:4]=[C:3]([C:1]#[N:2])[C:8]=2[N:9]=[N:10]1 |f:4.5|. Procedure: To tert-butyl 4-(2-(4-(4-cyano-1-methyl-1H-[1,2,3]triazolo[4,5-c]pyridin-6-yl)-2-(trifluoromethyl)phenoxy)ethyl)piperidine-1-carboxylate (6 g) in DCM (40 ml) and acetonitrile (20 ml) was added TFA (40 ml). The mixture was stirred at room temperature for 10 minutes, then solvent removed under vacuum. To the residue was then dissolved ethyl acetate (40 ml) and product was precipitated by adding ether (50 ml) and collected by filtration (6.05 g as TFA salt). Run at time 10 minute. The solvent is C(Cl)Cl (DCM), C(C)#N (acetonitrile). Product: OC(=O)C(F)(F)F.CN1N=NC=2C(=NC(=CC21)C2=CC(=C(C=C2)OCCC2CCNCC2)C(F)(F)F)C#N (1-methyl-6-(4-(2-(piperidin-4-yl)ethoxy)-3-(trifluoromethyl)phenyl)-1H-[1,2,3]triazolo[4,5-c]pyridine-4-carbonitrile TFA salt). The reactants are CN(C)C=O, CC(C)(COS(C)(=O)=O)C(O)(Cn1cncn1)c1ccc(Cl)cc1, [H-], [Na+]. The product is CC1(C)COC1(Cn1cncn1)c1ccc(Cl)cc1. RXN SMILES: [CH3:27][N:28]([CH3:29])[CH:30]=[O:31].[Cl:3][c:4]1[cH:5][cH:6][c:7]([C:10]([CH2:11][n:12]2[n:13][cH:14][n:15][cH:16]2)([C:17]([CH2:18][O:19][S:20]([CH3:21])(=[O:22])=[O:23])([CH3:24])[CH3:25])[OH:26])[cH:8][cH:9]1.[H-:1].[Na+:2]>>[Cl:3][c:4]1[cH:5][cH:6][c:7]([C:10]2([CH2:11][n:12]3[n:13][cH:14][n:15][cH:16]3)[C:17]([CH3:24])([CH3:25])[CH2:18][O:26]2)[cH:8][cH:9]1. Reactants: SC1=NN=C(S1)SC1C2=C(OCC3=C1C=CC=C3)C=CC(=C2)C(=O)OC (Methyl 11-(5-mercapto-1,3,4-thiadiazol-2-yl)thio-6,11-dihydrodibenz[b,e]oxepin-2-carboxylate), C(CCCCCCCCCCCCCCCCC)Br (octadecyl bromide), C([O-])([O-])=O.[K+].[K+] (potassium carbonate). Solvent: CN(C=O)C (N,N-dimethylformamide). Reaction conditions: temperature 80 celsius, time 1.5 hour. Yields the product C(CCCCCCCCCCCCCCCCC)SC1=NN=C(S1)SC1C2=C(OCC3=C1C=CC=C3)C=CC(=C2)C(=O)OC (Methyl 11-(5-octadecylthio-1,3,4-thiadiazol-2-yl)thio-6,11-dihydrodibenz[b,e]oxepin-2-carboxylate). Reaction SMILES: [SH:1][C:2]1[S:6][C:5]([S:7][CH:8]2[C:14]3[CH:15]=[CH:16][CH:17]=[CH:18][C:13]=3[CH2:12][O:11][C:10]3[CH:19]=[CH:20][C:21]([C:23]([O:25][CH3:26])=[O:24])=[CH:22][C:9]2=3)=[N:4][N:3]=1.[CH2:27](Br)[CH2:28][CH2:29][CH2:30][CH2:31][CH2:32][CH2:33][CH2:34][CH2:35][CH2:36][CH2:37][CH2:38][CH2:39][CH2:40][CH2:41][CH2:42][CH2:43][CH3:44].C(=O)([O-])[O-].[K+].[K+]>CN(C)C=O>[CH2:44]([S:1][C:2]1[S:6][C:5]([S:7][CH:8]2[C:14]3[CH:15]=[CH:16][CH:17]=[CH:18][C:13]=3[CH2:12][O:11][C:10]3[CH:19]=[CH:20][C:21]([C:23]([O:25][CH3:26])=[O:24])=[CH:22][C:9]2=3)=[N:4][N:3]=1)[CH2:43][CH2:42][CH2:41][CH2:40][CH2:39][CH2:38][CH2:37][CH2:36][CH2:35][CH2:34][CH2:33][CH2:32][CH2:31][CH2:30][CH2:29][CH2:28][CH3:27] |f:2.3.4|. Procedure: After 50 ml of an N,N-dimethylformamide solution containing a mixture of 2.0 g of Compound 153a obtained in Example 119, 2 ml of octadecyl bromide and 2.0 g of potassium carbonate was stirred at 80° C. at 1.5 hours, the solvent was distilled off under reduced pressure. The aqueous phase was extracted with 200 ml of methylene chloride. The extract was washed with saturated sodium chloride aqueous solution. After drying over anhydrous sodium sulfate, the solvent was distilled off under reduced pre... Reactants: Br, Br, Nc1nnc(C(F)(F)F)s1, O=N[O-], [Na+], [Na+], [OH-], O. The product is FC(F)(F)c1nnc(Br)s1. As a reaction SMILES: [Br:12].[BrH:1].[F:2][C:3]([c:4]1[n:5][n:6][c:7]([NH2:9])[s:8]1)([F:10])[F:11].[N:13]([O-:14])=[O:15].[Na+:16].[Na+:18].[OH-:17].[OH2:19]>>[Br:1][c:7]1[n:6][n:5][c:4]([C:3]([F:2])([F:10])[F:11])[s:8]1.